This data is from the Open Reaction Database (ORD), a public repository of structured organic reaction records. The task is: describe an organic reaction: reactants, conditions, products, and yield Starting materials: NC1=CC(=NC=C1)C(=O)C1=CN(C2=C1C=NC=C2)C(CO[Si](C)(C)C(C)(C)C)(C)C ((4-aminopyridin-2-yl)[1-(2-{[tert-butyl(dimethyl)silyl]oxy}-1,1-dimethylethyl)-1H-pyrrolo[3,2-c]pyridin-3-yl]methanone), FC(C1=CC=C(C=C1)CC(=O)O)(F)F (4-trifluoromethylphenylacetic acid). The product is OCC(C)(C)N1C=C(C=2C=NC=CC21)C(=O)C2=NC=CC(=C2)NC(CC2=CC=C(C=C2)C(F)(F)F)=O (N-(2-{[1-(1-hydroxy-2-methylpropan-2-yl)-1H-pyrrolo[3,2-c]pyridin-3-yl]carbonyl}pyridin-4-yl)-2-[4-(trifluoromethyl)phenyl]acetamide). As a reaction SMILES: [NH2:1][C:2]1[CH:7]=[CH:6][N:5]=[C:4]([C:8]([C:10]2[C:14]3[CH:15]=[N:16][CH:17]=[CH:18][C:13]=3[N:12]([C:19]([CH3:30])([CH3:29])[CH2:20][O:21][Si](C(C)(C)C)(C)C)[CH:11]=2)=[O:9])[CH:3]=1.[F:31][C:32]([F:44])([F:43])[C:33]1[CH:38]=[CH:37][C:36]([CH2:39][C:40](O)=[O:41])=[CH:35][CH:34]=1>>[OH:21][CH2:20][C:19]([N:12]1[C:13]2[CH:18]=[CH:17][N:16]=[CH:15][C:14]=2[C:10]([C:8]([C:4]2[CH:3]=[C:2]([NH:1][C:40](=[O:41])[CH2:39][C:36]3[CH:35]=[CH:34][C:33]([C:32]([F:43])([F:31])[F:44])=[CH:38][CH:37]=3)[CH:7]=[CH:6][N:5]=2)=[O:9])=[CH:11]1)([CH3:30])[CH3:29]. Reported procedure: Prepared according to Method M (Example 206) using (4-aminopyridin-2-yl)[1-(2-{[tert-butyl(dimethyl)silyl]oxy}-1,1-dimethylethyl)-1H-pyrrolo[3,2-c]pyridin-3-yl]methanone (Preparation 27) and 4-trifluoromethylphenylacetic acid at 70° C. The residue was purified over neutral alumina eluting with 50% EtOAc in hexane followed by acid deprotection using 10% HCl in dioxane at room temperature for 18 hours. The reaction was concentrated in vacuo and purified using preparative HPLC to afford the title c... The reactants are COC1=CC(=C(C=C1)C=1C=C2C=CC(=CC2=CC1)O)C (6-(4-methoxy-2-methylphenyl)-2-naphthol), B(Br)(Br)Br (boron tribromide). Yields the product OC1=CC(=C(C=C1)C=1C=C2C=CC(=CC2=CC1)O)C (6-(4-Hydroxy-2-methylphenyl)-2-naphthol), yellowish solid. As a reaction SMILES: C[O:2][C:3]1[CH:8]=[CH:7][C:6]([C:9]2[CH:10]=[C:11]3[C:16](=[CH:17][CH:18]=2)[CH:15]=[C:14]([OH:19])[CH:13]=[CH:12]3)=[C:5]([CH3:20])[CH:4]=1.B(Br)(Br)Br>>[OH:2][C:3]1[CH:8]=[CH:7][C:6]([C:9]2[CH:10]=[C:11]3[C:16](=[CH:17][CH:18]=2)[CH:15]=[C:14]([OH:19])[CH:13]=[CH:12]3)=[C:5]([CH3:20])[CH:4]=1. Procedure: The title compound was prepared by reacting 6-(4-methoxy-2-methylphenyl)-2-naphthol (420 mg, 1.59 mmol) with boron tribromide (4.53 mL of 1.0 M solution in CH2Cl2, 4.53 mmol) according to method D to yield 400 mg (quantitative yield) of a yellowish solid: mp 191-193° C.; 1H NMR (DMDO-d6): δ 6.68 (1H, dd, J=8.41 Hz, J=2.21 Hz), 6.72 (1H, d, J=2.21 Hz), 7.07-7.11 (2H, m), 7.14 (1H, d, J=2.21 Hz), 7.33 (1H, dd, J=8.41 Hz, J=2.21 Hz), 7.64 (1H, d, J=0.885 Hz), 7.68 (1H, d, J=8.41 Hz), 7.77 (1H, d, J... Reactants: OC[C@H](CC1=CC=CC=C1)NC1=C(C(NC=C1)=O)C1=NC2=C(N1)C=C(C=C2C)N2CCNCC2 ((S)-4-(1-hydroxymethyl-2-phenyl-ethylamino)-3-(4-methyl-6-piperazin-1-yl-1H-benzimidazol-2-yl)-1H-pyridin-2-one), CO (methanol). Reagents/catalysts: C(C)(C)N=C=O (isopropyl isocyanate). Conditions: time 5 minute. The product is C(C)(C)NC(=O)N1CCN(CC1)C1=CC2=C(N=C(N2)C=2C(NC=CC2N[C@@H](CC2=CC=CC=C2)CO)=O)C(=C1)C ((S)-4-{2-[4-(1-Hydroxymethyl-2-phenyl-ethylamino)-2-oxo-1,2-dihydro-pyridin-3-yl]-7-methyl-3H-benzimidazol-5-yl}-piperazine-1-carboxylic acid isopropylamide). The yield is 69.0%. As a reaction SMILES: [OH:1][CH2:2][C@@H:3]([NH:11][C:12]1[CH:17]=[CH:16][NH:15][C:14](=[O:18])[C:13]=1[C:19]1[NH:23][C:22]2[CH:24]=[C:25]([N:29]3[CH2:34][CH2:33][NH:32][CH2:31][CH2:30]3)[CH:26]=[C:27]([CH3:28])[C:21]=2[N:20]=1)[CH2:4][C:5]1[CH:10]=[CH:9][CH:8]=[CH:7][CH:6]=1.[CH3:35][OH:36]>C(N=C=O)(C)C>[CH:3]([NH:11][C:35]([N:32]1[CH2:31][CH2:30][N:29]([C:25]2[CH:26]=[C:27]([CH3:28])[C:21]3[N:20]=[C:19]([C:13]4[C:14](=[O:18])[NH:15][CH:16]=[CH:17][C:12]=4[NH:11][C@H:3]([CH2:2][OH:1])[CH2:4][C:5]4[CH:6]=[CH:7][CH:8]=[CH:9][CH:10]=4)[NH:23][C:22]=3[CH:24]=2)[CH2:34][CH2:33]1)=[O:36])([CH3:4])[CH3:2]. Procedure details: To a solution of (S)-4-(1-hydroxymethyl-2-phenyl-ethylamino)-3-(4-methyl-6-piperazin-1-yl-1H-benzimidazol-2-yl)-1H-pyridin-2-one (30 mg, 0.063 mmol) in methanol (2 mL) was added isopropyl isocyanate (2 drops). The reaction mixture was stirred at room temperature for 5 min. Concentration gave the residue, which was purified by prep. HPLC to yield the title compound (23.8 mg, 69%). 1H NMR (400 MHz, CD3OD) δ 7.55 (1H, s), 7.14–7.28 (7H, m), 6.12 (1H, d, J=7.8 Hz), 4.01–4.03 (1H, m), 3.92 (quintet, ... Starting materials: c1ccc(COCC2CO2)cc1, C1CCOC1, C#C[Si](CC)(CC)CC, [Cl-], [Li]CCCC, [NH4+]. Product: CC[Si](C#CCC(O)COCc1ccccc1)(CC)CC. RXN SMILES: [CH2:15]([c:16]1[cH:17][cH:18][cH:19][cH:20][cH:21]1)[O:22][CH2:23][CH:24]1[CH2:25][O:26]1.[CH2:29]1[O:30][CH2:31][CH2:32][CH2:33]1.[CH2:6]([CH3:7])[Si:8]([CH2:9][CH3:10])([CH2:11][CH3:12])[C:13]#[CH:14].[Cl-:27].[Li:1][CH2:2][CH2:3][CH2:4][CH3:5].[NH4+:28]>>[CH2:6]([CH3:7])[Si:8]([CH2:9][CH3:10])([CH2:11][CH3:12])[C:13]#[C:14][CH2:25][CH:24]([CH2:23][O:22][CH2:15][c:16]1[cH:17][cH:18][cH:19][cH:20][cH:21]1)[OH:26]. The reactants are O (water), C(C)(=O)OC1=C2CCC(NC2=C(C=C1)OCC=C)=O (5-acetoxy-8-allyloxy-3,4-dihydro-2(1H)-quinolinone), CN(C)C=O (DMF), [H][H] (hydrogen), [H-].[Na+] (sodium hydride). The product is C(C)(=O)OC1=C2CCC(N(C2=C(C=C1)OCC=C)C)=O (5-acetoxy-8-allyloxy-3,4-dihydro-1-methyl-2(1H)-quinolinone). RXN SMILES: [C:1]([O:4][C:5]1[CH:14]=[CH:13][C:12]([O:15][CH2:16][CH:17]=[CH2:18])=[C:11]2[C:6]=1[CH2:7][CH2:8][C:9](=[O:19])[NH:10]2)(=[O:3])[CH3:2].[H-].[Na+].[H][H].O.[CH3:25]N(C=O)C>>[C:1]([O:4][C:5]1[CH:14]=[CH:13][C:12]([O:15][CH2:16][CH:17]=[CH2:18])=[C:11]2[C:6]=1[CH2:7][CH2:8][C:9](=[O:19])[N:10]2[CH3:25])(=[O:3])[CH3:2] |f:1.2|. Reported procedure: 9 Grams of 5-acetoxy-8-allyloxy-3,4-dihydro-2(1H)-quinolinone was dissolved in 100 ml of DMF, 1.51 g of 60%-sodium hydride was added gradually in limited amounts to this solution, this reaction mixture was stirred at room temperature until generation of hydrogen gas ceased. Under stirring and ice-cooling conditions, 100 ml of water was added to this reaction mixture, extracted with ethyl acetate. The extract was washed with water, dried over anhydrous magnesium sulfate, the dried extract was con... Reactants: C(C1=CC=CC=C1)OC1=CC=C(C=C1)C=1C(N2C=CC3=C(C2=C(C1)C(=O)O)N=CN3C)=O (8-(4-benzyloxy-phenyl)-3-methyl-7-oxo-3,7-dihydro-imidazo[4,5-a]-quinolizine-10-carboxylic acid), C1(CC1)CNCCOC (cyclopropylmethyl-(2-methoxy-ethyl)-amine), O=S(Cl)Cl (SOCl2), CN(C)C=O (DMF). Run in C1(=CC=CC=C1)C (toluene), C(C)N(CC)CC (triethylamine), ClCCl (dichloromethane). Yields the product C1(CC1)CN(C(=O)C=1C=C(C(N2C=CC3=C(C12)N=CN3C)=O)C3=CC=C(C=C3)OCC3=CC=CC=C3)CCOC (8-(4-Benzyloxy-phenyl)-3-methyl-7-oxo-3,7-dihydro-imidazo[4,5-a]-quinolizine-10-carboxylic acid cyclopropylmethyl-(2-methoxy-ethyl)-amide). Reaction SMILES: [CH2:1]([O:8][C:9]1[CH:14]=[CH:13][C:12]([C:15]2[C:16](=[O:32])[N:17]3[C:22](=[C:23]([C:25](O)=[O:26])[CH:24]=2)[C:21]2[N:28]=[CH:29][N:30]([CH3:31])[C:20]=2[CH:19]=[CH:18]3)=[CH:11][CH:10]=1)[C:2]1[CH:7]=[CH:6][CH:5]=[CH:4][CH:3]=1.O=S(Cl)Cl.CN(C=O)C.[CH:42]1([CH2:45][NH:46][CH2:47][CH2:48][O:49][CH3:50])[CH2:44][CH2:43]1>C1(C)C=CC=CC=1.ClCCl.C(N(CC)CC)C>[CH:42]1([CH2:45][N:46]([CH2:47][CH2:48][O:49][CH3:50])[C:25]([C:23]2[CH:24]=[C:15]([C:12]3[CH:11]=[CH:10][C:9]([O:8][CH2:1][C:2]4[CH:7]=[CH:6][CH:5]=[CH:4][CH:3]=4)=[CH:14][CH:13]=3)[C:16](=[O:32])[N:17]3[C:22]=2[C:21]2[N:28]=[CH:29][N:30]([CH3:31])[C:20]=2[CH:19]=[CH:18]3)=[O:26])[CH2:44][CH2:43]1. Procedure: From 8-(4-benzyloxy-phenyl)-3-methyl-7-oxo-3,7-dihydro-imidazo[4,5-a]-quinolizine-10-carboxylic acid with SOCl2 and DMF in toluene and treatment with triethylamine and cyclopropylmethyl-(2-methoxy-ethyl)-amine in dichloromethane.